From a dataset of the Open Reaction Database (ORD), a public repository of structured organic reaction records. describe an organic reaction: reactants, conditions, products, and yield Isolated yield 85.4%. Reactants: ClCC1=NC(=NO1)C=1N=CN2C1CN(C(C1=C2C=CC=C1)=O)C (3-(5-chloromethyl-1,2,4-oxadiazol-3-yl)-5-methyl-5,6-dihydro-4H-imidazo[1,5-a][1,4]benzodiazepin-6-one), N1CCCC1 (pyrrolidine). Solvent: CN(C=O)C (N,N-dimethylformamide). Procedure: 1.5 g (4.5 mmol) of 3-(5-chloromethyl-1,2,4-oxadiazol-3-yl)-5-methyl-5,6-dihydro-4H-imidazo[1,5-a][1,4]benzodiazepin-6-one were stirred at 80° for 2 hours in 1.1 ml (14 mmol) of pyrrolidine and 30 ml of N,N-dimethylformamide. By evaporation of the reaction mixture and chromatography of the residue on silica gel while eluting with methylene chloride/methanol 19/1 there were obtained 1.4 g (84%) of 5-methyl-3-[5-(pyrrolidin-1-yl)methyl-1,2,4-oxadiazol-3-yl]-5,6-dihydro-4H-imidazo[1,5-a][1,4]benzod... Product: CN1CC=2N(C3=C(C1=O)C=CC=C3)C=NC2C2=NOC(=N2)CN2CCCC2 (5-methyl-3-[5-(pyrrolidin-1-yl)methyl-1,2,4-oxadiazol-3-yl]-5,6-dihydro-4H-imidazo[1,5-a][1,4]benzodiazepin-6-one). RXN SMILES: Cl[CH2:2][C:3]1[O:7][N:6]=[C:5]([C:8]2[N:9]=[CH:10][N:11]3[C:17]4[CH:18]=[CH:19][CH:20]=[CH:21][C:16]=4[C:15](=[O:22])[N:14]([CH3:23])[CH2:13][C:12]=23)[N:4]=1.[NH:24]1[CH2:28][CH2:27][CH2:26][CH2:25]1>CN(C)C=O>[CH3:23][N:14]1[C:15](=[O:22])[C:16]2[CH:21]=[CH:20][CH:19]=[CH:18][C:17]=2[N:11]2[CH:10]=[N:9][C:8]([C:5]3[N:4]=[C:3]([CH2:2][N:24]4[CH2:28][CH2:27][CH2:26][CH2:25]4)[O:7][N:6]=3)=[C:12]2[CH2:13]1. Starting materials: COC(CCCOC1=CC=C(C=C1)C[C@H](NS(=O)(=O)C1=CC2=CC=CC=C2C=C1)C(=O)OC(C)(C)C)=O (4{-4-[(2S)-2-tert-butoxycarbonyl-2-(naphthalene-2-sulfonylamino)-ethyl]-phenoxy}-butyric acid methyl ester), N1C(=NCCC1)N (1,4,5,6-tetrahydropyrimidin-2-ylamine). The solvent is CN(C=O)C (DMF). Reaction conditions: time 8 hour. Product: C(C)(C)(C)OC([C@H](CC1=CC=C(C=C1)OCCCC(NC=1NCCCN1)=O)NS(=O)(=O)C1=CC2=CC=CC=C2C=C1)=O ((2S)-2-(Naphthalene-2-sulfonylamino)-3-{4-[3-(1,4,5,6-tetrahydropyrimidin-2-ylcarbamoyl)-propoxy]-phenyl}-propionic acid tert-butyl ester). Reaction SMILES: CO[C:3](=[O:37])[CH2:4][CH2:5][CH2:6][O:7][C:8]1[CH:13]=[CH:12][C:11]([CH2:14][C@@H:15]([C:30]([O:32][C:33]([CH3:36])([CH3:35])[CH3:34])=[O:31])[NH:16][S:17]([C:20]2[CH:29]=[CH:28][C:27]3[C:22](=[CH:23][CH:24]=[CH:25][CH:26]=3)[CH:21]=2)(=[O:19])=[O:18])=[CH:10][CH:9]=1.[NH:38]1[CH2:43][CH2:42][CH2:41][N:40]=[C:39]1[NH2:44]>CN(C)C=O>[C:33]([O:32][C:30](=[O:31])[C@@H:15]([NH:16][S:17]([C:20]1[CH:29]=[CH:28][C:27]2[C:22](=[CH:23][CH:24]=[CH:25][CH:26]=2)[CH:21]=1)(=[O:19])=[O:18])[CH2:14][C:11]1[CH:12]=[CH:13][C:8]([O:7][CH2:6][CH2:5][CH2:4][C:3](=[O:37])[NH:44][C:39]2[NH:40][CH2:41][CH2:42][CH2:43][N:38]=2)=[CH:9][CH:10]=1)([CH3:34])([CH3:36])[CH3:35]. Procedure: 145 mg of 4{-4-[(2S)-2-tert-butoxycarbonyl-2-(naphthalene-2-sulfonylamino)-ethyl]-phenoxy}-butyric acid methyl ester were dissolved in 2 ml of DMF (dimethylformamide) and 134 mg of 1,4,5,6-tetrahydropyrimidin-2-ylamine were added. The reaction mixture was stirred overnight, and the solvent was removed in vacuo. The residue was chromatographed on silica gel eluting with dichloromethane, followed by dichloromethane/methanol (10/1). Yield 127 mg. Rf (dichloromethane/methanol/water/acetic acid (85/1... Reactants: C(C)(C)(C)OC(=O)N1CCC(CC1)CCCC=C(Br)Br (5-(N-t-Butyloxycarbonylpiperidin-4-yl)-1,1-dibromo-pent-1-ene), [Li]CCCC (n-BuLi). The solvent is C1CCOC1 (THF). Conditions: time 15 minute. Yields the product C(C)(C)(C)OC(=O)N1CCC(CC1)CCCC#C (5-(N-t-Butyloxycarbonylpiperidin-4-yl)pent-1-yne). RXN SMILES: [C:1]([O:5][C:6]([N:8]1[CH2:13][CH2:12][CH:11]([CH2:14][CH2:15][CH2:16][CH:17]=[C:18](Br)Br)[CH2:10][CH2:9]1)=[O:7])([CH3:4])([CH3:3])[CH3:2].[Li]CCCC>C1COCC1>[C:1]([O:5][C:6]([N:8]1[CH2:13][CH2:12][CH:11]([CH2:14][CH2:15][CH2:16][C:17]#[CH:18])[CH2:10][CH2:9]1)=[O:7])([CH3:4])([CH3:3])[CH3:2]. Procedure: A solution of 1-3 (1.70 g, 4.13 mmol) in THF (80 ml) was cooled to -78° and treated with n-BuLi (4.25 mmol) with stirring for 15 min. The reaction was then quenched with 10% KHSO4 (25 ml) and the solvent was removed. The residue was taken up in Et2O (150 ml) and this was washed with 10% KHSO4 solution, brine, and dried (Na2SO4). Starting materials: C1(=CC=CC=C1)S(=O)(=O)N1C=CC=2C1=NC=C(C2NC2CCN(CC2)CC2=CC=CC=C2)N (1-Benzenesulfonyl-N*4*-(1-benzyl-piperidin-4-yl)-1H-pyrrolo[2,3-b]pyridine-4,5-diamine), C(=O)(C(F)(F)F)O (TFA). Product: C1(=CC=CC=C1)S(=O)(=O)N1C=CC=2C1=NC=C(C2NC2CCN(CC2)CC2=CC=CC=C2)NC(C(F)(F)F)=O (N-[1-benzenesulfonyl-4-(1-benzyl-piperidin-4-ylamino)-1H-pyrrolo[2,3-b]pyridine-5-yl]-2,2,2-trifluoro-acetamide). Reaction SMILES: [C:1]1([S:7]([N:10]2[C:14]3=[N:15][CH:16]=[C:17]([NH2:33])[C:18]([NH:19][CH:20]4[CH2:25][CH2:24][N:23]([CH2:26][C:27]5[CH:32]=[CH:31][CH:30]=[CH:29][CH:28]=5)[CH2:22][CH2:21]4)=[C:13]3[CH:12]=[CH:11]2)(=[O:9])=[O:8])[CH:6]=[CH:5][CH:4]=[CH:3][CH:2]=1.[C:34](O)([C:36]([F:39])([F:38])[F:37])=[O:35]>>[C:1]1([S:7]([N:10]2[C:14]3=[N:15][CH:16]=[C:17]([NH:33][C:34](=[O:35])[C:36]([F:39])([F:38])[F:37])[C:18]([NH:19][CH:20]4[CH2:25][CH2:24][N:23]([CH2:26][C:27]5[CH:32]=[CH:31][CH:30]=[CH:29][CH:28]=5)[CH2:22][CH2:21]4)=[C:13]3[CH:12]=[CH:11]2)(=[O:8])=[O:9])[CH:2]=[CH:3][CH:4]=[CH:5][CH:6]=1. Procedure details: 1-Benzenesulfonyl-N*4*-(1-benzyl-piperidin-4-yl)-1H-pyrrolo[2,3-b]pyridine-4,5-diamine (500 mg, 1.08 mmol) in TFA (5 mL) was heated to reflux for 5 hours. After cooling the mixture was concentrated under vacuum affording N-[1-benzenesulfonyl-4-(1-benzyl-piperidin-4-ylamino)-1H-pyrrolo[2,3-b]pyridine-5-yl]-2,2,2-trifluoro-acetamide as an orange residue which was used for the next step without further purification. LCMS (Method B, ESI): RT=2.68 min, m+H=558.35. The reactants are NH4OAc, CCOC(=O)C (EtOAc), C(C)(=O)C1=C(C(=C(OCCCBr)C=C1)CCC)O (3-(4-acetyl-3-hydroxy-2-propylphenoxy)propyl bromide), OC(CCCC1=CC=CC=C1)C1=CC=C(C=C1)O (4-(1-Hydroxy-4-phenylbutyl)phenol), C([O-])([O-])=O.[Cs+].[Cs+] (cesium carbonate). Run in C(C)#N (acetonitrile). Conditions: temperature 25 celsius. Product: OC1=C(C=CC(=C1CCC)OCCCOC1=CC=C(C=C1)C(CCCC1=CC=CC=C1)O)C(C)=O (1-(2-Hydroxy-4-{3-[4-(1-hydroxy-4-phenylbutyl)phenoxy]propoxy},3-propylphenyl)ethanone). Reaction SMILES: [C:1]([C:4]1[CH:14]=[CH:13][C:7]([O:8][CH2:9][CH2:10][CH2:11]Br)=[C:6]([CH2:15][CH2:16][CH3:17])[C:5]=1[OH:18])(=[O:3])[CH3:2].[OH:19][CH:20]([C:30]1[CH:35]=[CH:34][C:33]([OH:36])=[CH:32][CH:31]=1)[CH2:21][CH2:22][CH2:23][C:24]1[CH:29]=[CH:28][CH:27]=[CH:26][CH:25]=1.C(=O)([O-])[O-].[Cs+].[Cs+].CCOC(C)=O>C(#N)C>[OH:18][C:5]1[C:6]([CH2:15][CH2:16][CH3:17])=[C:7]([O:8][CH2:9][CH2:10][CH2:11][O:36][C:33]2[CH:32]=[CH:31][C:30]([CH:20]([OH:19])[CH2:21][CH2:22][CH2:23][C:24]3[CH:25]=[CH:26][CH:27]=[CH:28][CH:29]=3)=[CH:35][CH:34]=2)[CH:13]=[CH:14][C:4]=1[C:1](=[O:3])[CH3:2] |f:2.3.4|. Procedure details: To a solution of 3-(4-acetyl-3-hydroxy-2-propylphenoxy)propyl bromide (J. Med. Chem. 29, 1573-1576, 1986) (315 mg) and the phenol of Step 1 (242 mg) in acetonitrile (5 mL) was added cesium carbonate (650 mg) and the mixture was heated to reflux for 5 hrs. The suspension was cooled to 25° C. and poured into 25% aqueous NH4OAc and EtOAc. The organic layer was washed with brine, dried with MgSO4 and the solvents are removed in vacuo. The residue was purified by chromatography on silica gel using Et... Solvent: N1=CC=CC=C1 (pyridine). The reactants are C(CCCCCCCCC)OC1=C(C=C(C=C1)C(C1=CC(=CC=C1)C(=O)OCC)=O)CCC(=O)OCC (2-(decyloxy)-5-[3-(ethyloxycarbonyl)benzoyl]benzenepropanoic acid, ethyl ester), Cl.NO (hydroxylamine hydrochloride), C(C)(=O)OCC (ethyl acetate). Procedure details: A mixture of 1.1 g of 2-(decyloxy)-5-[3-(ethyloxycarbonyl)benzoyl]benzenepropanoic acid, ethyl ester and 220 mg of hydroxylamine hydrochloride in 25 ml of pyridine was heated at 70° C. for approximately 18 hours. The reaction was allowed to cool to ambient temperature, ethyl acetate was added, and the solution was washed several times with 1N hydrochloric acid and water. The organic layer was dried over sodium sulfate and concentrated in vacuo to provide 1.04 g of the desired title product as an... Yield: 91.8%. Yields the product C(C)OC(=O)C=1C=C(C=CC1)C(C=1C=CC(=C(C1)CCC(=O)OCC)OCCCCCCCCCC)=NO (5-[(3-Ethoxycarbonylphenyl)(hydroxyimino)methyl]-2-(decyloxy)benzenepropanoic acid, ethyl ester). As a reaction SMILES: [CH2:1]([O:11][C:12]1[CH:17]=[CH:16][C:15]([C:18](=O)[C:19]2[CH:24]=[CH:23][CH:22]=[C:21]([C:25]([O:27][CH2:28][CH3:29])=[O:26])[CH:20]=2)=[CH:14][C:13]=1[CH2:31][CH2:32][C:33]([O:35][CH2:36][CH3:37])=[O:34])[CH2:2][CH2:3][CH2:4][CH2:5][CH2:6][CH2:7][CH2:8][CH2:9][CH3:10].Cl.[NH2:39][OH:40].C(OCC)(=O)C>N1C=CC=CC=1>[CH2:28]([O:27][C:25]([C:21]1[CH:20]=[C:19]([C:18](=[N:39][OH:40])[C:15]2[CH:16]=[CH:17][C:12]([O:11][CH2:1][CH2:2][CH2:3][CH2:4][CH2:5][CH2:6][CH2:7][CH2:8][CH2:9][CH3:10])=[C:13]([CH2:31][CH2:32][C:33]([O:35][CH2:36][CH3:37])=[O:34])[CH:14]=2)[CH:24]=[CH:23][CH:22]=1)=[O:26])[CH3:29] |f:1.2|. Reaction conditions: temperature 70 celsius. Starting materials: [Al+3], Brc1cscc1Br, [Cl-], [Cl-], [Cl-], S=C=S, O=C(Cl)c1cccs1. The product is O=C(c1cccs1)c1scc(Br)c1Br. RXN SMILES: [Al+3:19].[Br:1][c:2]1[cH:3][s:4][cH:5][c:6]1[Br:7].[Cl-:16].[Cl-:17].[Cl-:18].[S:20]=[C:21]=[S:22].[s:8]1[c:9]([C:13](=[O:14])[Cl:15])[cH:10][cH:11][cH:12]1>>[Br:1][c:2]1[c:3]([C:13]([c:9]2[s:8][cH:12][cH:11][cH:10]2)=[O:14])[s:4][cH:5][c:6]1[Br:7].